Dataset: the Open Reaction Database (ORD), a public repository of structured organic reaction records. Task: describe an organic reaction: reactants, conditions, products, and yield The reactants are C(C)O (ethanol), C(C)(=O)O (acetic acid), [Br-].[Br-].[Br-].[NH+]1=CC=CC=C1.[NH+]1=CC=CC=C1.[NH+]1=CC=CC=C1 (pyridinium tribromide), C(C)(=O)O (acetic acid), FC1=C(C=CC=C1F)C1=C2C=CNC2=CC=C1 (4-(2,3-difluoro-phenyl)-1H-indole). Reagents/catalysts: [Zn] (Zinc). Solvent: CC(C)(C)O (t-BuOH). Conditions: time 3 hour. Yields the product FC1=C(C=CC=C1F)C1=C2CC(NC2=CC=C1)=O (4-(2,3-difluoro-phenyl)-1,3-dihydro-indol-2-one). Isolated yield 76.0%. Reaction SMILES: [F:1][C:2]1[C:7]([F:8])=[CH:6][CH:5]=[CH:4][C:3]=1[C:9]1[CH:17]=[CH:16][CH:15]=[C:14]2[C:10]=1[CH:11]=[CH:12][NH:13]2.C([OH:20])C.C(O)(=O)C.[Br-].[Br-].[Br-].[NH+]1C=CC=CC=1.[NH+]1C=CC=CC=1.[NH+]1C=CC=CC=1>CC(O)(C)C.[Zn]>[F:1][C:2]1[C:7]([F:8])=[CH:6][CH:5]=[CH:4][C:3]=1[C:9]1[CH:17]=[CH:16][CH:15]=[C:14]2[C:10]=1[CH2:11][C:12](=[O:20])[NH:13]2 |f:3.4.5.6.7.8|. Procedure: To the suspension of 4-(2,3-difluoro-phenyl)-1H-indole (2.85 g, 12.4 mmol) in t-BuOH: ethanol: acetic acid (78.5 mL: 46.5 mL: 24.13 mL) was added pyridinium tribromide (11.93 g, 37.3 mmol) portionwise. The mixture was stirred at room temperature for 3 hours, and then to the mixture was added with acetic acid (60 mL). Zinc dust (4.1 g, 62.2 mmol) was added to the reaction mixture portionwise. After stirring for one hour, any unreacted zinc was filtered off and most of the solvent was removed unde...